From a dataset of the Open Reaction Database (ORD), a public repository of structured organic reaction records. describe an organic reaction: reactants, conditions, products, and yield Starting materials: IC=1C(=C(CO)C=CC1)C (3-iodo-2-methylbenzyl alcohol), C1=CC=CC=C1 (benzene), S(=S)(=O)([O-])[O-].[Na+].[Na+] (sodium thiosulfate). Run in O (water). The product is CC1=C(C=CC=C1CO)C1=CC=CC=C1 (2-methyl[1,1'-biphenyl]-3-methanol). RXN SMILES: I[C:2]1[C:3]([CH3:10])=[C:4]([CH:7]=[CH:8][CH:9]=1)[CH2:5][OH:6].[CH:11]1[CH:16]=[CH:15][CH:14]=[CH:13][CH:12]=1.S([O-])([O-])(=O)=S.[Na+].[Na+]>O>[CH3:10][C:3]1[C:4]([CH2:5][OH:6])=[CH:7][CH:8]=[CH:9][C:2]=1[C:11]1[CH:16]=[CH:15][CH:14]=[CH:13][CH:12]=1 |f:2.3.4|. Procedure: In a photoreactor was placed 3-iodo-2-methylbenzyl alcohol (5.0 g, 0.02 mole) and 800 ml of benzene. To this was added sodium thiosulfate (5.0 g, 0.04 mole) in 15 ml of water. The mixture was purged with argon for 30 minutes, then irradiated with a 200 watt medium pressure ultraviolet lamp for 36.5 hours. The reaction mixture was then transferred to a separatory funnel. The photoreactor was washed with approximately 20 ml each of water, chloroform, and acetone. These washes were added to the sep... The reactants are Cc1ccccc1, CN(C)CCCl, [LiH], O, Oc1ccccc1CCc1ccccc1. The product is Cl, CN(C)CCOc1ccccc1CCc1ccccc1. Reaction SMILES: [CH3:24][c:25]1[cH:26][cH:27][cH:28][cH:29][cH:30]1.[Cl:17][CH2:18][CH2:19][N:20]([CH3:21])[CH3:22].[LiH:1].[OH2:23].[OH:2][c:3]1[c:4]([CH2:9][CH2:10][c:11]2[cH:12][cH:13][cH:14][cH:15][cH:16]2)[cH:5][cH:6][cH:7][cH:8]1>>[ClH:17].[O:2]([c:3]1[c:4]([CH2:9][CH2:10][c:11]2[cH:12][cH:13][cH:14][cH:15][cH:16]2)[cH:5][cH:6][cH:7][cH:8]1)[CH2:18][CH2:19][N:20]([CH3:21])[CH3:22].